This data is from the Open Reaction Database (ORD), a public repository of structured organic reaction records. The task is: describe an organic reaction: reactants, conditions, products, and yield The reactants are material, aryl, phenyl aryl, C1=CC=C(C=C1)P(C2=CC=CC=C2)C3=CC=CC=C3 (Ph3P), BrC1=CC=C(C=C1)[C@@H]1CN2[C@@H](C3=CC=CC=C13)CCC2 (trans-1,2,3,5,6,10b-hexahydro-6-(4'-bromophenyl)pyrrolo[2,1-a]isoquinoline), CO (MeOH), C6, C6, phenyl aryl, aryl, C(C#C)O (propargyl alcohol), thick orange oil. Reagents/catalysts: CC(=O)[O-].CC(=O)[O-].[Pd+2] (Pd(OAc)2), [Cu]I (CuI), C=1C=CC(=CC1)[P](C=2C=CC=CC2)(C=3C=CC=CC3)[Pd]([P](C=4C=CC=CC4)(C=5C=CC=CC5)C=6C=CC=CC6)([P](C=7C=CC=CC7)(C=8C=CC=CC8)C=9C=CC=CC9)[P](C=1C=CC=CC1)(C=1C=CC=CC1)C=1C=CC=CC1 (Pd(Ph3P)4). The solvent is C(C)N(CC)CC (triethylamine), C(C)N(CC)CC (triethylamine), C(Cl)Cl (methylene chloride), CCN(CC)CC (Et3N). Yields the product OCC=CC1=CC=C(C=C1)[C@@H]1CN2[C@@H](C3=CC=CC=C13)CCC2 (Trans-1,2,3,5,6,10b-Hexahydro-6-[4'-(3-hydroxy-1-propenyl)phenyl]pyrrolo[2,1-a]isoquinoline). Reaction SMILES: C1C=CC(P(C2C=CC=CC=2)C2C=CC=CC=2)=CC=1.Br[C:21]1[CH:26]=[CH:25][C:24]([C@H:27]2[C:36]3[C:31](=[CH:32][CH:33]=[CH:34][CH:35]=3)[C@H:30]3[CH2:37][CH2:38][CH2:39][N:29]3[CH2:28]2)=[CH:23][CH:22]=1.[CH2:40]([OH:43])[C:41]#[CH:42].CO>C(N(CC)CC)C.C(Cl)Cl.CC([O-])=O.CC([O-])=O.[Pd+2].[Cu]I.C1C=CC([P]([Pd]([P](C2C=CC=CC=2)(C2C=CC=CC=2)C2C=CC=CC=2)([P](C2C=CC=CC=2)(C2C=CC=CC=2)C2C=CC=CC=2)[P](C2C=CC=CC=2)(C2C=CC=CC=2)C2C=CC=CC=2)(C2C=CC=CC=2)C2C=CC=CC=2)=CC=1>[OH:43][CH2:40][CH:41]=[CH:42][C:21]1[CH:26]=[CH:25][C:24]([C@H:27]2[C:36]3[C:31](=[CH:32][CH:33]=[CH:34][CH:35]=3)[C@H:30]3[CH2:37][CH2:38][CH2:39][N:29]3[CH2:28]2)=[CH:23][CH:22]=1 |f:6.7.8,^1:70,72,91,110|. Reported procedure: To a stirred solution of Pd(OAc)2 (17 mg, 0.07 mmol), Ph3P (35 mg, 0.14 mmol), CuI (15 mg), Pd(Ph3P)4 (10 mg) in 5 mL of triethylamine was added a solution of trans-1,2,3,5,6,10b-hexahydro-6-(4'-bromophenyl)pyrrolo[2,1-a]isoquinoline (440 mg, 1.34 mmol) in 15 mL of triethylamine at room temperature followed by addition of propargyl alcohol (208 mg, 3.67 mmol). The reaction mixture was teated at reflux overnight, cooled to room temperature, quenched with sat'd NaHCO3 solution (20 mL), extracted w... The product is C(C)(C)OC(=O)C1=CC=C(C=C1)NC(=O)N1N=C(C(C1)CCCC#N)C1=CC=C(C=C1)Cl (1-(4-isopropoxycarbonylphenylcarbamoyl)-3-(4-chlorophenyl)-4-(3-cyanopropyl)-2-pyrazoline). Run in C(C)OCC (diethyl ether), petroleum ether. As a reaction SMILES: [CH:1]([O:4][C:5]([C:7]1[CH:12]=[CH:11][C:10]([N:13]=[C:14]=[O:15])=[CH:9][CH:8]=1)=[O:6])([CH3:3])[CH3:2].[Cl:16][C:17]1[CH:22]=[CH:21][C:20]([C:23]2[CH:27]([CH2:28][CH2:29][CH2:30][C:31]#[N:32])[CH2:26][NH:25][N:24]=2)=[CH:19][CH:18]=1>C(OCC)C>[CH:1]([O:4][C:5]([C:7]1[CH:8]=[CH:9][C:10]([NH:13][C:14]([N:25]2[CH2:26][CH:27]([CH2:28][CH2:29][CH2:30][C:31]#[N:32])[C:23]([C:20]3[CH:19]=[CH:18][C:17]([Cl:16])=[CH:22][CH:21]=3)=[N:24]2)=[O:15])=[CH:11][CH:12]=1)=[O:6])([CH3:3])[CH3:2]. Isolated yield 83.9%. Reactants: C(C)(C)OC(=O)C1=CC=C(C=C1)N=C=O (4-isopropoxycarbonylphenyl isocyanate), ClC1=CC=C(C=C1)C1=NNCC1CCCC#N (3-(4-chlorophenyl)-4-(3-cyanopropyl)-2-pyrazoline). Reaction conditions: time 30 minute. Procedure details: 51.5 g of the above-prepared 4-isopropoxycarbonylphenyl isocyanate were added to a solution of 61.9 g of 3-(4-chlorophenyl)-4-(3-cyanopropyl)-2-pyrazoline in 450 ml of diethyl ether at room temperature. After stirring for 30 minutes at room temperature, 500 ml of petroleum ether (40-60) were added, after which the reaction mixture was stirred at room temperature for another hour. The crystalline precipitate was sucked off, washed with petroleum ether (40-60) and dried in air. 95.0 g Of 1-(4-isop... Reactants: C(C=CC)N1C(=C(C=2C1=C(N=NC2)Cl)C)C (1-(2-butenyl)-7-chloro-2,3-dimethylpyrrolo[2,3-d]pyridazine), C(C1=CC=CC=C1)O (benzyl alcohol). Product: C(C1=CC=CC=C1)OC=1N=NC=C2C1N(C(=C2C)C)CC=CC (7-Benzyloxy-1-(2-butenyl)-2,3-dimethylpyrrolo[2,3-d]pyridazine). The yield is 78.6%. Reaction SMILES: [CH2:1]([N:5]1[C:9]2=[C:10](Cl)[N:11]=[N:12][CH:13]=[C:8]2[C:7]([CH3:15])=[C:6]1[CH3:16])[CH:2]=[CH:3][CH3:4].[CH2:17]([OH:24])[C:18]1[CH:23]=[CH:22][CH:21]=[CH:20][CH:19]=1>>[CH2:17]([O:24][C:10]1[N:11]=[N:12][CH:13]=[C:8]2[C:7]([CH3:15])=[C:6]([CH3:16])[N:5]([CH2:1][CH:2]=[CH:3][CH3:4])[C:9]=12)[C:18]1[CH:23]=[CH:22][CH:21]=[CH:20][CH:19]=1. Reported procedure: The title compound (cis/trans=21/79) was prepared as pale brown crystals in 78.6 % yield in a similar procedure to that described in Example 1 by using 1-(2-butenyl)-7-chloro-2,3-dimethylpyrrolo[2,3-d]pyridazine [cis/trans (18/82)] and benzyl alcohol. Reactants: C(C)OC(CC=1N=C(SC1CNC(=O)OCC1=CC=CC=C1)CN1C(CN(CC1)S(=O)(=O)C1=CC2=C(S1)C=C(C=C2)Cl)=O)=O ({5-(Benzyloxycarbonylamino-methyl)-2-[4-(6-chloro-benzo[b]thiophene-2-sulfonyl)-2-oxo-piperazin-1-ylmethyl]-thiazol-4-yl}-acetic acid ethyl ester), Br.CC(=O)O (HBr HOAc). Run in CCOCC (Ether). The product is C(C)OC(CC=1N=C(SC1CN)CN1C(CN(CC1)S(=O)(=O)C1=CC2=C(S1)C=C(C=C2)Cl)=O)=O ({5-aminomethyl-2-[4-(6-chloro-benzo[b]thiophene-2-sulfonyl)-2-oxo-piperazin-1-ylmethyl]-thiazol-4-yl}-acetic acid ethyl ester). As a reaction SMILES: [CH2:1]([O:3][C:4](=[O:44])[CH2:5][C:6]1[N:7]=[C:8]([CH2:23][N:24]2[CH2:29][CH2:28][N:27]([S:30]([C:33]3[S:37][C:36]4[CH:38]=[C:39]([Cl:42])[CH:40]=[CH:41][C:35]=4[CH:34]=3)(=[O:32])=[O:31])[CH2:26][C:25]2=[O:43])[S:9][C:10]=1[CH2:11][NH:12]C(OCC1C=CC=CC=1)=O)[CH3:2].Br.CC(O)=O>CCOCC>[CH2:1]([O:3][C:4](=[O:44])[CH2:5][C:6]1[N:7]=[C:8]([CH2:23][N:24]2[CH2:29][CH2:28][N:27]([S:30]([C:33]3[S:37][C:36]4[CH:38]=[C:39]([Cl:42])[CH:40]=[CH:41][C:35]=4[CH:34]=3)(=[O:32])=[O:31])[CH2:26][C:25]2=[O:43])[S:9][C:10]=1[CH2:11][NH2:12])[CH3:2] |f:1.2|. Procedure details: {5-(Benzyloxycarbonylamino-methyl)-2-[4-(6-chloro-benzo[b]thiophene-2-sulfonyl)-2-oxo-piperazin-1-ylmethyl]-thiazol-4-yl}-acetic acid ethyl ester (40 mg, 0.06 mmol) is treated with 30% HBr/HOAc (1 mL) for 7 h. Ether (10 mL) is added and the resulting precipitate is washed twice with ether. The resulting salt is partitioned between EtOAc (15 mL) and NaHCO3 solution (10 mL). The organic phase is washed with NaHCO3 and brine (2×10 mL), dried (MgSO4) and concentrated to provide {5-aminomethyl-2-[4-(... Reactants: S1C(=NC2=C1C=CC=C2)NC(=O)N2CCCC1=CC=C(C=C21)C2=CC=C(C(=N2)C(=O)OC)C2=CC=CC=C2 (methyl 6-(1-(benzo[d]thiazol-2-ylcarbamoyl)-1,2,3,4-tetrahydroquinolin-7-yl)-3-phenylpicolinate), [Li+].[OH-] (LiOH). Run in CO (MeOH), O (water). Reaction conditions: time 15 hour. Product: S1C(=NC2=C1C=CC=C2)NC(=O)N2CCCC1=CC=C(C=C21)C2=CC=C(C(=N2)C(=O)O)C2=CC=CC=C2 (6-(1-(benzo[d]thiazol-2-ylcarbamoyl)-1,2,3,4-tetrahydroquinolin-7-yl)-3-phenylpicolinic acid). Reaction SMILES: [S:1]1[C:5]2[CH:6]=[CH:7][CH:8]=[CH:9][C:4]=2[N:3]=[C:2]1[NH:10][C:11]([N:13]1[C:22]2[C:17](=[CH:18][CH:19]=[C:20]([C:23]3[N:28]=[C:27]([C:29]([O:31]C)=[O:30])[C:26]([C:33]4[CH:38]=[CH:37][CH:36]=[CH:35][CH:34]=4)=[CH:25][CH:24]=3)[CH:21]=2)[CH2:16][CH2:15][CH2:14]1)=[O:12].[Li+].[OH-]>CO.O>[S:1]1[C:5]2[CH:6]=[CH:7][CH:8]=[CH:9][C:4]=2[N:3]=[C:2]1[NH:10][C:11]([N:13]1[C:22]2[C:17](=[CH:18][CH:19]=[C:20]([C:23]3[N:28]=[C:27]([C:29]([OH:31])=[O:30])[C:26]([C:33]4[CH:38]=[CH:37][CH:36]=[CH:35][CH:34]=4)=[CH:25][CH:24]=3)[CH:21]=2)[CH2:16][CH2:15][CH2:14]1)=[O:12] |f:1.2|. Procedure details: The title compound 6-(1-(benzo[d]thiazol-2-ylcarbamoyl)-1,2,3,4-tetrahydroquinolin-7-yl)-3-phenylpicolinic acid (29) was prepared by the following procedure: To methyl 6-(1-(benzo[d]thiazol-2-ylcarbamoyl)-1,2,3,4-tetrahydroquinolin-7-yl)-3-phenylpicolinate (291) (23 mg, 0.044 mmol) in MeOH (0.55 mL) and water (0.11 mL) was added an aqueous solution of LiOH (0.066 mL of 2.0 M, 0.13 mmol). The reaction mixture was stirred at rt for 15 hours, concentrated under reduced pressure to remove MeOH and d... The reactants are Cl.CC=1N=C(SC1C(C)=O)NC1=NC=CN=C1 (1-[4-Methyl-2-(pyrazin-2-ylamino)-1,3-thiazol-5-yl]ethanone, hydrochloride salt), C(C)(=O)OC(C)=O (acetic anhydride). Conditions: temperature 150 celsius, time 15 minute. Yields the product C(C)(=O)C1=C(N=C(S1)N(C(C)=O)C1=NC=CN=C1)C (N-(5-acetyl-4-methyl-1,3-thiazol-2-yl)-N-pyrazin-2-ylacetamide). RXN SMILES: Cl.[CH3:2][C:3]1[N:4]=[C:5]([NH:11][C:12]2[CH:17]=[N:16][CH:15]=[CH:14][N:13]=2)[S:6][C:7]=1[C:8](=[O:10])[CH3:9].[C:18](OC(=O)C)(=[O:20])[CH3:19]>>[C:8]([C:7]1[S:6][C:5]([N:11]([C:12]2[CH:17]=[N:16][CH:15]=[CH:14][N:13]=2)[C:18](=[O:20])[CH3:19])=[N:4][C:3]=1[CH3:2])(=[O:10])[CH3:9] |f:0.1|. Reported procedure: In a tube, 1-[4-Methyl-2-(pyrazin-2-ylamino)-1,3-thiazol-5-yl]ethanone, hydrochloride salt (500 mg; 1.85 mmol; 1 eq.) is mixed with acetic anhydride (2.16 ml; 22.90 mmol; 12.40 eq.). The tube is sealed and is heated at 150° C. with an oil bath. After 15 min, the mixture becomes yellow. The reaction is complete. The solvents are removed and N-(5-acetyl-4-methyl-1,3-thiazol-2-yl)-N-pyrazin-2-ylacetamide is used as such without further purification (510.3 mg; quantitative). The reactants are BrCC1=NC2=CC(=C(C=C2C(=C1C(CCCC)=O)C1=CC(=C(C=C1)OC)OC)OC)OC (2-bromomethyl-4-(3,4-dimethoxyphenyl)-6,7-dimethoxy-3-valerylquinoline), N1CCOCC1 (morpholine). Yields the product COC=1C=C(C=CC1OC)C1=C(C(=NC2=CC(=C(C=C12)OC)OC)CN1CCOCC1)C(CCCC)=O (4-(3,4-dimethoxyphenyl)-6,7-dimethoxy-2-morpholinomethyl-3-valerylquinoline). RXN SMILES: Br[CH2:2][C:3]1[C:12]([C:13](=[O:18])[CH2:14][CH2:15][CH2:16][CH3:17])=[C:11]([C:19]2[CH:24]=[CH:23][C:22]([O:25][CH3:26])=[C:21]([O:27][CH3:28])[CH:20]=2)[C:10]2[C:5](=[CH:6][C:7]([O:31][CH3:32])=[C:8]([O:29][CH3:30])[CH:9]=2)[N:4]=1.[NH:33]1[CH2:38][CH2:37][O:36][CH2:35][CH2:34]1>>[CH3:28][O:27][C:21]1[CH:20]=[C:19]([C:11]2[C:10]3[C:5](=[CH:6][C:7]([O:31][CH3:32])=[C:8]([O:29][CH3:30])[CH:9]=3)[N:4]=[C:3]([CH2:2][N:33]3[CH2:38][CH2:37][O:36][CH2:35][CH2:34]3)[C:12]=2[C:13](=[O:18])[CH2:14][CH2:15][CH2:16][CH3:17])[CH:24]=[CH:23][C:22]=1[O:25][CH3:26]. Reported procedure: According to the same manner as that described in Example 5, 2-bromomethyl-4-(3,4-dimethoxyphenyl)-6,7-dimethoxy-3-valerylquinoline was reacted with morpholine to give 4-(3,4-dimethoxyphenyl)-6,7-dimethoxy-2-morpholinomethyl-3-valerylquinoline. This compound was recrystallized from ethyl acetate-hexane to give colorless prisms. mp. 137°-138° C.